This data is from the Open Reaction Database (ORD), a public repository of structured organic reaction records. The task is: describe an organic reaction: reactants, conditions, products, and yield Reactants: ClC1=CC=C(C(=N1)C#N)[N+](=O)[O-] (6-chloro-3-nitropicolinonitrile), Cl[Sn]Cl.O (SnCl2.H2O). The solvent is C(C)O (ethanol). Run at temperature 85 celsius. The product is ClC1=CC=C(C(=N1)C(=O)N)[N+](=O)[O-] (6-chloro-3-nitropicolinamide). As a reaction SMILES: [Cl:1][C:2]1[N:7]=[C:6]([C:8]#[N:9])[C:5]([N+:10]([O-:12])=[O:11])=[CH:4][CH:3]=1.Cl[Sn]Cl.[OH2:16]>C(O)C>[Cl:1][C:2]1[N:7]=[C:6]([C:8]([NH2:9])=[O:16])[C:5]([N+:10]([O-:12])=[O:11])=[CH:4][CH:3]=1 |f:1.2|. Procedure details: A mixture of 6-chloro-3-nitropicolinonitrile (12 g, 65.4 mmol) and SnCl2.H2O (59 g, 262 mmol) in ethanol (144 ml) was heated to 85° C. for 3 hours. The solution was concentrated under reduced pressure, water was added and a saturated aqueous solution of sodium bicarbonate was added until pH=8. The mixture was extracted with ethyl acetate several times. The combined organic layers were dried (Na2SO4), and concentrated under reduce pressure to afford 6-chloro-3-nitropicolinamide in quantitative yi... Reactants: S(=O)(=O)(Cl)Cl (sulfuryl chloride), C(C)OC(=O)C=1SC(=CC1)Cl (5-Chloro-2-thiophenecarboxylic acid ethyl ester), S(=S)(=O)([O-])[O-].[Na+].[Na+] (sodium thiosulfate). The solvent is C(C)#N (acetonitrile), C(C)#N (acetonitrile). Conditions: time 48 hour. Yields the product C(C)OC(=O)C=1SC(=C(C1)Cl)Cl (4,5-dichloro-2-thiophenecarboxylic acid ethyl ester). As a reaction SMILES: [CH2:1]([O:3][C:4]([C:6]1[S:7][C:8]([Cl:11])=[CH:9][CH:10]=1)=[O:5])[CH3:2].S(Cl)([Cl:15])(=O)=O.S([O-])([O-])(=O)=S.[Na+].[Na+]>C(#N)C>[CH2:1]([O:3][C:4]([C:6]1[S:7][C:8]([Cl:11])=[C:9]([Cl:15])[CH:10]=1)=[O:5])[CH3:2] |f:2.3.4|. Procedure: 5-Chloro-2-thiophenecarboxylic acid (6.50 g) was dissolved in N,N-dimethylformamide (30 ml), and ethyl iodide (3.2 ml) and potassium carbonate (5.52 g) were added. The mixture was stirred at room temperature for 15 hours, poured into water and extracted with diethyl ether. The extract was washed with 5% aqueous potassium hydrogen sulfate, dried over anhydrous magnesium sulfate and concentrated under reduced pressure to give 5-chloro-2-thiophenecarboxylic acid ethyl ester (5.27 g). 5-Chloro-2-thi... Yields the product Cc1cccc(-c2sc(C)nc2C(=O)N2CC3CC(C)CC3C2CNC(=O)c2nn(C)c3ccccc23)c1. Reactants: CC1CC2CNC(CNC(=O)c3nn(C)c4ccccc34)C2C1, Cc1cccc(-c2sc(C)nc2C(=O)O)c1. Reaction SMILES: [CH3:1][CH:2]1[CH2:3][CH:4]2[CH2:5][NH:6][CH:7]([CH2:10][NH:11][C:12](=[O:13])[c:14]3[n:15][n:16]([CH3:23])[c:17]4[cH:18][cH:19][cH:20][cH:21][c:22]34)[CH:8]2[CH2:9]1.[CH3:24][c:25]1[s:26][c:27](-[c:33]2[cH:34][c:35]([CH3:39])[cH:36][cH:37][cH:38]2)[c:28]([C:30](=[O:31])[OH:32])[n:29]1>>[CH3:1][CH:2]1[CH2:3][CH:4]2[CH2:5][N:6]([C:30]([c:28]3[c:27](-[c:33]4[cH:34][c:35]([CH3:39])[cH:36][cH:37][cH:38]4)[s:26][c:25]([CH3:24])[n:29]3)=[O:31])[CH:7]([CH2:10][NH:11][C:12](=[O:13])[c:14]3[n:15][n:16]([CH3:23])[c:17]4[cH:18][cH:19][cH:20][cH:21][c:22]34)[CH:8]2[CH2:9]1. Reactants: CCCOC(=O)C=C(CNC(CC(C)(F)F)C(=O)OC)Oc1ccccc1Cl, CC#N, ClCCl. The product is COC(=O)C(CC(C)(F)F)N1CC(Oc2ccccc2Cl)=CC1=O. As a reaction SMILES: [CH3:1][O:2][C:3]([CH:4]([CH2:5][C:6]([CH3:7])([F:8])[F:9])[NH:10][CH2:11][C:12](=[CH:13][C:14](=[O:15])[O:16][CH2:17][CH2:18][CH3:19])[O:20][c:21]1[c:22]([Cl:27])[cH:23][cH:24][cH:25][cH:26]1)=[O:28].[CH3:29][C:30]#[N:31].[Cl:32][CH2:33][Cl:34]>>[CH3:1][O:2][C:3]([CH:4]([CH2:5][C:6]([CH3:7])([F:8])[F:9])[N:10]1[CH2:11][C:12]([O:20][c:21]2[c:22]([Cl:27])[cH:23][cH:24][cH:25][cH:26]2)=[CH:13][C:14]1=[O:15])=[O:28].